Dataset: the Open Reaction Database (ORD), a public repository of structured organic reaction records. Task: describe an organic reaction: reactants, conditions, products, and yield Starting materials: CS(C)=O, N#Cc1cccc(CCl)c1, ClCCl, COc1ccc(F)c2[nH]nc(N)c12, [K+], [OH-], O. Yields the product COc1ccc(F)c2c1c(N)nn2Cc1cccc(C#N)c1. Reaction SMILES: [CH3:27][S:28](=[O:29])[CH3:30].[Cl:16][CH2:17][c:18]1[cH:19][c:20]([C:21]#[N:22])[cH:23][cH:24][cH:25]1.[Cl:31][CH2:32][Cl:33].[F:3][c:4]1[cH:5][cH:6][c:7]([O:14][CH3:15])[c:8]2[c:9]([NH2:13])[n:10][nH:11][c:12]12.[K+:2].[OH-:1].[OH2:26]>>[F:3][c:4]1[cH:5][cH:6][c:7]([O:14][CH3:15])[c:8]2[c:9]([NH2:13])[n:10][n:11]([CH2:17][c:18]3[cH:19][c:20]([C:21]#[N:22])[cH:23][cH:24][cH:25]3)[c:12]12.